Dataset: the Open Reaction Database (ORD), a public repository of structured organic reaction records. Task: describe an organic reaction: reactants, conditions, products, and yield Starting materials: C1CCOC1, CNC, CS(=O)(=O)OCCCc1cccc(-c2cc(N3CCN(c4ncccc4C(F)(F)F)CC3)nc(N3CCOCC3)n2)c1. Product: CN(C)CCCc1cccc(-c2cc(N3CCN(c4ncccc4C(F)(F)F)CC3)nc(N3CCOCC3)n2)c1. RXN SMILES: [CH2:46]1[O:47][CH2:48][CH2:49][CH2:50]1.[CH3:43][NH:44][CH3:45].[O:1]1[CH2:2][CH2:3][N:4]([c:7]2[n:8][c:9]([N:27]3[CH2:28][CH2:29][N:30]([c:33]4[n:34][cH:35][cH:36][cH:37][c:38]4[C:39]([F:40])([F:41])[F:42])[CH2:31][CH2:32]3)[cH:10][c:11](-[c:13]3[cH:14][c:15]([CH2:19][CH2:20][CH2:21][O:22][S:23]([CH3:24])(=[O:25])=[O:26])[cH:16][cH:17][cH:18]3)[n:12]2)[CH2:5][CH2:6]1>>[O:1]1[CH2:2][CH2:3][N:4]([c:7]2[n:8][c:9]([N:27]3[CH2:28][CH2:29][N:30]([c:33]4[n:34][cH:35][cH:36][cH:37][c:38]4[C:39]([F:40])([F:41])[F:42])[CH2:31][CH2:32]3)[cH:10][c:11](-[c:13]3[cH:14][c:15]([CH2:19][CH2:20][CH2:21][N:44]([CH3:43])[CH3:45])[cH:16][cH:17][cH:18]3)[n:12]2)[CH2:5][CH2:6]1.